Dataset: the Open Reaction Database (ORD), a public repository of structured organic reaction records. Task: describe an organic reaction: reactants, conditions, products, and yield Reactants: C1(=C(C=CC=C1)CC(C(=O)O)CC)C1=CC=CC=C1 (3-(2-biphenylyl)-2-ethylpropionic acid), S(=O)(Cl)Cl (thionyl chloride). The product is C1(=C(C=CC=C1)CC(C(=O)Cl)CC)C1=CC=CC=C1 (3-(2-biphenylyl)-2-ethylpropionyl chloride). Isolated yield 106.3%. Reaction SMILES: [C:1]1([C:14]2[CH:19]=[CH:18][CH:17]=[CH:16][CH:15]=2)[CH:6]=[CH:5][CH:4]=[CH:3][C:2]=1[CH2:7][CH:8]([CH2:12][CH3:13])[C:9](O)=[O:10].S(Cl)([Cl:22])=O>>[C:1]1([C:14]2[CH:19]=[CH:18][CH:17]=[CH:16][CH:15]=2)[CH:6]=[CH:5][CH:4]=[CH:3][C:2]=1[CH2:7][CH:8]([CH2:12][CH3:13])[C:9]([Cl:22])=[O:10]. Procedure details: A 100-ml three-necked round flask equipped with a stirring bar, a Dimroth condenser, a thermometer and a NaOH trap was charged with 13.3 g (52.4 mmol) of 3-(2-biphenylyl)-2-ethylpropionic acid and 25.9 ml (355 mmol) of thionyl chloride, and the resulting mixture was stirred under reflux for 2.5 hours under a nitrogen atmosphere. After the reaction was completed, the unreacted thionyl chloride was distilled off under reduced pressure to obtain 15.2 g of a crude product as a yellow-orange liquid. ... The reactants are CC1=C(OC2=C1C(=CC=C2)OC)C(=O)OCC (ethyl 3-methyl-4-methoxy-benzofuran-2-carboxylate), S1C(=CC=C1)C(=O)Cl (thiophene-2-carbonyl chloride), Cl (HCl), [Cl-].[Al+3].[Cl-].[Cl-] (aluminum chloride). Solvent: ClCCCl (1,2-dichloroethane), ClCCCl (1,2-dichloroethane). Yields the product CC1=C(OC2=C1C(=CC=C2C(=O)C=2SC=CC2)OC)C(=O)OCC (Ethyl 3-Methyl-4-methoxy-7-(2-thienoyl)benzofuran-2-carboxylate). Reaction SMILES: [CH3:1][C:2]1[C:6]2[C:7]([O:11][CH3:12])=[CH:8][CH:9]=[CH:10][C:5]=2[O:4][C:3]=1[C:13]([O:15][CH2:16][CH3:17])=[O:14].[S:18]1[CH:22]=[CH:21][CH:20]=[C:19]1[C:23](Cl)=[O:24].[Cl-].[Al+3].[Cl-].[Cl-].Cl>ClCCCl>[CH3:1][C:2]1[C:6]2[C:7]([O:11][CH3:12])=[CH:8][CH:9]=[C:10]([C:23]([C:19]3[S:18][CH:22]=[CH:21][CH:20]=3)=[O:24])[C:5]=2[O:4][C:3]=1[C:13]([O:15][CH2:16][CH3:17])=[O:14] |f:2.3.4.5|. Procedure: To a solution of ethyl 3-methyl-4-methoxy-benzofuran-2-carboxylate (3.48 g, 14.86 mmol) in dry 1,2-dichloroethane (15 mL) was added a solution of thiophene-2-carbonyl chloride (6.54 g, 44.61 mmol) in 1,2-dichloroethane (10 mL) followed by the portionwise addition of aluminum chloride (7.92 g, 59.40 mmol). An exothermic reaction ensued and the mixture was allowed to stir until gas evolution had slowed, then warmed to reflux for 2 hours. Upon cooling the reaction mixture was poured into 2N HCl (10...